The task is: describe an organic reaction: reactants, conditions, products, and yield. This data is from the Open Reaction Database (ORD), a public repository of structured organic reaction records. Reactants: CCCCO, COc1cccc(N)c1, CC(=O)Nc1ccc2c(Cc3ccncc3)nnc(Cl)c2c1. Reaction SMILES: [CH2:32]([OH:33])[CH2:34][CH2:35][CH3:36].[CH3:23][O:24][c:25]1[cH:26][c:27]([NH2:28])[cH:29][cH:30][cH:31]1.[NH:1]([C:2](=[O:3])[CH3:4])[c:5]1[cH:6][cH:7][c:8]2[c:9]([CH2:16][c:17]3[cH:18][cH:19][n:20][cH:21][cH:22]3)[n:10][n:11][c:12]([Cl:15])[c:13]2[cH:14]1>>[ClH:15].[NH:1]([C:2](=[O:3])[CH3:4])[c:5]1[cH:6][cH:7][c:8]2[c:9]([CH2:16][c:17]3[cH:18][cH:19][n:20][cH:21][cH:22]3)[n:10][n:11][c:12]([NH:28][c:27]3[cH:26][c:25]([O:24][CH3:23])[cH:31][cH:30][cH:29]3)[c:13]2[cH:14]1. The product is Cl, COc1cccc(Nc2nnc(Cc3ccncc3)c3ccc(NC(C)=O)cc23)c1. Reactants: CSC1=NC2=CC=CC=C2C(N1)=O (2-Methylthio-4-quinazolone), NC=1C(=CC=CC1)C (o-toluidine). The solvent is C(C)O (ethanol). Reaction conditions: time 4 hour. Product: N1=CNC(C2=CC=CC=C12)=O (4-quinazolone). Isolated yield 140.8%. As a reaction SMILES: CS[C:3]1[NH:12][C:11](=[O:13])[C:10]2[C:5](=[CH:6][CH:7]=[CH:8][CH:9]=2)[N:4]=1.NC1C(C)=CC=CC=1>C(O)C>[N:4]1[C:5]2[C:10](=[CH:9][CH:8]=[CH:7][CH:6]=2)[C:11](=[O:13])[NH:12][CH:3]=1. Reported procedure: 2-Methylthio-4-quinazolone (10.0 g, 0.052 mol) was fused with o-toluidine (8.35 g, 0.078 mol) at 160°. After 4 hours, the solid was treated with ethanol, and filtered to give 2-methylphenylamino)-4-quinazolone (10.7 g, 82%) m.p. 278°-280°. The reactants are COCCN(CCOC)CC1=CC=C(C=C1)[N+](=O)[O-] (N,N-bis(2-methoxyethyl)-4-nitrobenzylamine), reduced iron. The solvent is C(C)(=O)O (acetic acid). Conditions: time 8 hour. The product is COCCN(CCOC)CC1=CC=C(N)C=C1 (4-((N,N-bis(2-methoxyethyl)amino)methyl)aniline). Isolated yield 66.5%. Reaction SMILES: [CH3:1][O:2][CH2:3][CH2:4][N:5]([CH2:10][C:11]1[CH:16]=[CH:15][C:14]([N+:17]([O-])=O)=[CH:13][CH:12]=1)[CH2:6][CH2:7][O:8][CH3:9]>C(O)(=O)C>[CH3:1][O:2][CH2:3][CH2:4][N:5]([CH2:10][C:11]1[CH:12]=[CH:13][C:14]([NH2:17])=[CH:15][CH:16]=1)[CH2:6][CH2:7][O:8][CH3:9]. Reported procedure: In acetic acid (200 ml) was dissolved N,N-bis(2-methoxyethyl)-4-nitrobenzylamine (10.5 g), and to the mixture was added reduced iron (11 g) little by little. The mixture was stirred at room temperature overnight, and the solvent was evaporated. To the residue was added ethyl acetate and precipitates were filtered off. The filtrate was washed with sodium hydroxide solution, water and saturated brine, and dried with anhydrous magnesium sulfate. Under reduced pressure, the solvent was evaporated, a... Starting materials: ClC1=NC=CC2=C1N=C(N=C2)NC2=C(C=C(C=C2)C=2C=NN(C2)C)OCC (8-chloro-N-(2-ethoxy-4-(1-methyl-1H-pyrazol-4-yl)phenyl)pyrido[3,4-d]pyrimidin-2-amine), NC1CCOCC1 (4-aminotetrahydropyran). The product is C(C)OC1=C(C=CC(=C1)C=1C=NN(C1)C)NC=1N=CC2=C(N1)C(=NC=C2)NC2CCOCC2 (N2-(2-ethoxy-4-(1-methyl-1H-pyrazol-4-yl)phenyl)-N8-(tetrahydro-2H-pyran-4-yl)pyrido[3,4-d]pyrimidine-2,8-diamine). Yield: 9.0%. RXN SMILES: Cl[C:2]1[C:7]2[N:8]=[C:9]([NH:12][C:13]3[CH:18]=[CH:17][C:16]([C:19]4[CH:20]=[N:21][N:22]([CH3:24])[CH:23]=4)=[CH:15][C:14]=3[O:25][CH2:26][CH3:27])[N:10]=[CH:11][C:6]=2[CH:5]=[CH:4][N:3]=1.[NH2:28][CH:29]1[CH2:34][CH2:33][O:32][CH2:31][CH2:30]1>>[CH2:26]([O:25][C:14]1[CH:15]=[C:16]([C:19]2[CH:20]=[N:21][N:22]([CH3:24])[CH:23]=2)[CH:17]=[CH:18][C:13]=1[NH:12][C:9]1[N:10]=[CH:11][C:6]2[CH:5]=[CH:4][N:3]=[C:2]([NH:28][CH:29]3[CH2:34][CH2:33][O:32][CH2:31][CH2:30]3)[C:7]=2[N:8]=1)[CH3:27]. Reported procedure: The title compound was prepared according to the method described for Example 99 using 8-chloro-N-(2-ethoxy-4-(1-methyl-1H-pyrazol-4-yl)phenyl)pyrido[3,4-d]pyrimidin-2-amine (Preparation 114) and 4-aminotetrahydropyran. The residue was further purified by passage through a SCX-2 cartridge eluting with 100% MeOH—1M NH3 in MeOH to give the title compound (3 mg, 9%). Starting materials: O.NN (hydrazine hydrate), N[C@@H](CC1=CC=C(C=C1)O)C(=O)O (tyrosine), COS(=O)(=O)[O-].CC=1C=CC=C2[NH+]=C3C=CC=CC3=NC12 (9-methylphenazinium methylsulphate), C(C)(=O)O (acetic acid). The reagents and catalysts are [Ni] (Raney nickel), [Ni] (nickel). The solvent is O (water). Product: OC=1C=C(C[C@H](N)C(=O)O)C=CC1O (3,4-dihydroxyphenylalanine). Yield: 1139.3%. As a reaction SMILES: [NH2:1][C@H:2]([C:11]([OH:13])=[O:12])[CH2:3][C:4]1[CH:9]=[CH:8][C:7]([OH:10])=[CH:6][CH:5]=1.C[O:15]S([O-])(=O)=O.CC1C=CC=C2C=1N=C1C(C=CC=C1)=[NH+]2.C(O)(=O)C.O.NN>O.[Ni]>[OH:15][C:8]1[CH:9]=[C:4]([CH:5]=[CH:6][C:7]=1[OH:10])[CH2:3][C@@H:2]([C:11]([OH:13])=[O:12])[NH2:1] |f:1.2,4.5|. Reported procedure: 1.8 g of tyrosine, 0.15 g of 9-methylphenazinium methylsulphate are placed into a reactor, dissolved in 1,000 ml of water. The resulting solution is acidified with acetic acid to the reaction medium pH of 4.5 and added with 30 ml of hydrazine hydrate and 5 g of Raney nickel. After filtering-off nickel, the resulting reaction mixture is evaporated to dryness under the pressure of 20 mm Hg, the residue is dissolved in 20 ml of methanol and the mixture is chromatographically separated into alumina ... Reactants: CC(C[Mg]Cl)=C (2-Methylallylmagnesium chloride), ClC1=CC=C(CN2CC(CC23C(N(CC3)C3CCCCC3)=O)=O)C=C1 (1-(4-chlorobenzyl)-7-cyclohexyl-1,7-diazaspiro[4.4]nonane-3,6-dione). Solvent: C1CCOC1 (THF), C1CCOC1 (THF). Reaction conditions: temperature 50 celsius, time 1 hour. Product: ClC1=CC=C(CN2CC(CC23C(N(CC3)C3CCCCC3)=O)(C)O)C=C1 (1-(4-Chlorobenzyl)-7-cyclohexyl-3-hydroxy-3-methyl-1,7-diazaspiro[4.4]nonan-6-one). Reaction SMILES: [CH3:1]C(=C)C[Mg]Cl.[Cl:7][C:8]1[CH:31]=[CH:30][C:11]([CH2:12][N:13]2[C:17]3([CH2:21][CH2:20][N:19]([CH:22]4[CH2:27][CH2:26][CH2:25][CH2:24][CH2:23]4)[C:18]3=[O:28])[CH2:16][C:15](=[O:29])[CH2:14]2)=[CH:10][CH:9]=1>C1COCC1>[Cl:7][C:8]1[CH:9]=[CH:10][C:11]([CH2:12][N:13]2[C:17]3([CH2:21][CH2:20][N:19]([CH:22]4[CH2:27][CH2:26][CH2:25][CH2:24][CH2:23]4)[C:18]3=[O:28])[CH2:16][C:15]([OH:29])([CH3:1])[CH2:14]2)=[CH:30][CH:31]=1. Reported procedure: 2-Methylallylmagnesium chloride in THF (3.0 M, 0.074 mL) was added to a solution of 1-(4-chlorobenzyl)-7-cyclohexyl-1,7-diazaspiro[4.4]nonane-3,6-dione (0.040 g, 0.00011 mol) in THF (1.0 mL, 0.012 mol) and the resulting mixture was stirred at 50° C. for 1 h. The reaction mixture was then allowed to cool to RT and was then quenched by the addition of saturated NH4Cl. The crude reaction mixture was purified by prep. HPLC to afford the desired product. LC/MS: 377.2 (M+1H)+.